From a dataset of the Open Reaction Database (ORD), a public repository of structured organic reaction records. describe an organic reaction: reactants, conditions, products, and yield The reactants are C[C@@H]1CN(C[C@@H](N1)C)C=1C(=CC(=C(C1)NS(=O)(=O)C1=CC=C(C=C1)I)OC)OC (N-[5-(cis-3,5-Dimethyl-1-piperazinyl)-2,4-bis(methyloxy)phenyl]-4-iodobenzenesulfonamide), S1C(=CC=C1)B(O)O (2-thienylboronic acid). The product is C[C@@H]1CN(C[C@@H](N1)C)C=1C(=CC(=C(C1)NS(=O)(=O)C1=CC=C(C=C1)C=1SC=CC1)OC)OC (N-[5-(cis-3,5-Dimethyl-1-piperazinyl)-2,4-bis(methyloxy)phenyl]-4-(2-thienyl)benzenesulfonamide). As a reaction SMILES: [CH3:1][C@H:2]1[NH:7][C@@H:6]([CH3:8])[CH2:5][N:4]([C:9]2[C:10]([O:28][CH3:29])=[CH:11][C:12]([O:26][CH3:27])=[C:13]([NH:15][S:16]([C:19]3[CH:24]=[CH:23][C:22](I)=[CH:21][CH:20]=3)(=[O:18])=[O:17])[CH:14]=2)[CH2:3]1.[S:30]1[CH:34]=[CH:33][CH:32]=[C:31]1B(O)O>>[CH3:1][C@H:2]1[NH:7][C@@H:6]([CH3:8])[CH2:5][N:4]([C:9]2[C:10]([O:28][CH3:29])=[CH:11][C:12]([O:26][CH3:27])=[C:13]([NH:15][S:16]([C:19]3[CH:24]=[CH:23][C:22]([C:31]4[S:30][CH:34]=[CH:33][CH:32]=4)=[CH:21][CH:20]=3)(=[O:18])=[O:17])[CH:14]=2)[CH2:3]1. Procedure details: The title compound (E244) was prepared from the product of Step 1 and 2-thienylboronic acid using a similar method to that described for Examples 237-243. MS (ES+) m/e 488 [M+H]+. Yields the product C\C(=C/COC=1C=C2C=CC(OC2=CC1)=O)\CC\C=C(\CC\C=C(\CCC=C(C)C)/C)/C (6-(((2E,6E,10E)-3,7,11,15-tetramethylhexadeca-2,6,10,14-tetraen-1-yl)oxy)-2H-chromen-2-one). As a reaction SMILES: [OH:1][C:2]1[CH:3]=[C:4]2[C:9](=[CH:10][CH:11]=1)[O:8][C:7](=[O:12])[CH:6]=[CH:5]2.[H-].[Na+].[CH2:15]([CH2:25]/[C:26](/[CH3:35])=[CH:27]/[CH2:28][CH2:29]/[C:30](/[CH3:34])=[CH:31]/[CH2:32]Br)/[CH:16]=[C:17](/[CH2:19][CH2:20][CH:21]=[C:22]([CH3:24])[CH3:23])\[CH3:18]>CN(C=O)C>[CH3:34]/[C:30](/[CH2:29][CH2:28]/[CH:27]=[C:26](\[CH3:35])/[CH2:25][CH2:15]/[CH:16]=[C:17](\[CH3:18])/[CH2:19][CH2:20][CH:21]=[C:22]([CH3:24])[CH3:23])=[CH:31]\[CH2:32][O:1][C:2]1[CH:3]=[C:4]2[C:9](=[CH:10][CH:11]=1)[O:8][C:7](=[O:12])[CH:6]=[CH:5]2 |f:1.2|. Procedure details: An oven-dried 50 mL round bottom flask was prepared with a magnetic stirring bar, a rubber septum cover, and a nitrogen inlet. 6-hydroxycoumarin (1) (474 mg, 2.92 mmol) and 4 mL of anhydrous DMF were added to the round bottom flask. The solution was stirred and cooled to 0° C. in a salt-ice bath. Sodium hydride (117 mg of 60% mineral oil suspension, 2.93 mmol) was added and the solution was stirred at 0° C. for 30 minutes. The crude geranylgeranyl bromide (302.85 mg) from the previous step was d... The solvent is CN(C)C=O (DMF), CN(C)C=O (DMF). Reactants: OC=1C=C2C=CC(OC2=CC1)=O (6-hydroxycoumarin), C(\C=C(/C)\CCC=C(C)C)C/C(=C/CC/C(=C/CBr)/C)/C (geranylgeranyl bromide), [H-].[Na+] (Sodium hydride). Conditions: temperature 0 celsius. Starting materials: C(C(C)C)C=1C(=CC(=NC1)C(=O)O)C (5-isobutyl-4-methyl-pyridine-2-carboxylic acid), C(C)C=1C=C(C(=N)NO)C=C(C1O)C (3-ethyl-4,N-dihydroxy-5-methyl-benzamidine). Reaction SMILES: [CH2:1]([C:5]1[C:6]([CH3:14])=[CH:7][C:8]([C:11]([OH:13])=O)=[N:9][CH:10]=1)[CH:2]([CH3:4])[CH3:3].[CH2:15]([C:17]1[CH:18]=[C:19]([CH:24]=[C:25]([CH3:28])[C:26]=1[OH:27])[C:20]([NH:22]O)=[NH:21])[CH3:16]>>[CH2:15]([C:17]1[CH:18]=[C:19]([C:20]2[N:22]=[C:11]([C:8]3[CH:7]=[C:6]([CH3:14])[C:5]([CH2:1][CH:2]([CH3:3])[CH3:4])=[CH:10][N:9]=3)[O:13][N:21]=2)[CH:24]=[C:25]([CH3:28])[C:26]=1[OH:27])[CH3:16]. Procedure: The title compound is prepared in analogy to Example 2 starting from 5-isobutyl-4-methyl-pyridine-2-carboxylic acid and 3-ethyl-4,N-dihydroxy-5-methyl-benzamidine; LC-MS: tR=1.12 min, [M+H]+=352.12. Yields the product C(C)C1=C(C(=CC(=C1)C1=NOC(=N1)C1=NC=C(C(=C1)C)CC(C)C)C)O (2-Ethyl-4-[5-(5-isobutyl-4-methyl-pyridin-2-yl)-[1,2,4]oxadiazol-3-yl]-6-methyl-phenol).